The task is: describe an organic reaction: reactants, conditions, products, and yield. This data is from the Open Reaction Database (ORD), a public repository of structured organic reaction records. RXN SMILES: [I-:1].Cl[C:3]1[CH:12]=[CH:11][C:10]2[N+:9]3[CH:13]=[C:14]4[CH:23]=[CH:22][C:21]5[CH:20]=[CH:19][CH:18]=[CH:17][C:16]=5[N:15]4[C:8]=3[CH:7]=[CH:6][C:5]=2[CH:4]=1.[NH:24]1[CH2:28][CH2:27][CH2:26][CH2:25]1.CN1CCCC1=O>C(OCC)(=O)C>[I-:1].[N:24]1([C:3]2[CH:12]=[CH:11][C:10]3[N+:9]4[CH:13]=[C:14]5[CH:23]=[CH:22][C:21]6[CH:20]=[CH:19][CH:18]=[CH:17][C:16]=6[N:15]5[C:8]=4[CH:7]=[CH:6][C:5]=3[CH:4]=2)[CH2:28][CH2:27][CH2:26][CH2:25]1 |f:0.1,5.6|. Procedure details: A mixture of 1.0 g. of 3-chloroimidazo[1,2-a:3,4-a']diquinolin-15-ium iodide, 1.0 ml. of pyrrolidine and 5 ml. of N-methyl-2-pyrrolidinone is stirred and heated at reflux for 17 hours, cooled and diluted with 100 ml. of ethyl acetate. The precipitate of 3-(1-pyrrolidinyl)imidazo[1,2-a:3,4-a']diquinolin-15-ium iodide is collected by filtration, stirred with 50 ml. of 1% aqueous triethylamine hydroiodide and recollected; m.p. 312°-320° C. after crystallization from methanol. Yields the product [I-].N1(CCCC1)C1=CC=2C=CC3=[N+](C2C=C1)C=C1N3C=3C=CC=CC3C=C1 (3-(1-Pyrrolidinyl)imidazo[1,2-a:3,4-a']diquinolin-15-ium Iodide). Solvent: C(C)(=O)OCC (ethyl acetate). Reactants: [I-].ClC1=CC=2C=CC3=[N+](C2C=C1)C=C1N3C=3C=CC=CC3C=C1 (3-chloroimidazo[1,2-a:3,4-a']diquinolin-15-ium iodide), N1CCCC1 (pyrrolidine), CN1C(CCC1)=O (N-methyl-2-pyrrolidinone). Product: Cc1nc2cc(O)c(C3C(=O)Nc4ccccc43)cc2s1. Starting materials: CCOC(C)=O, I, O, Cc1nc2cc(O)c(C3(O)C(=O)Nc4ccccc43)cc2s1. RXN SMILES: [CH3:25][CH2:26][O:27][C:28](=[O:29])[CH3:30].[IH:23].[OH2:24].[OH:1][C:2]1([c:12]2[cH:13][c:14]3[c:15]([n:16][c:17]([CH3:19])[s:18]3)[cH:20][c:21]2[OH:22])[C:3](=[O:11])[NH:4][c:5]2[cH:6][cH:7][cH:8][cH:9][c:10]21>>[CH:2]1([c:12]2[cH:13][c:14]3[c:15]([n:16][c:17]([CH3:19])[s:18]3)[cH:20][c:21]2[OH:22])[C:3](=[O:11])[NH:4][c:5]2[cH:6][cH:7][cH:8][cH:9][c:10]21. Starting materials: C1(=CC=CC=C1)N1CCN(CC1)CCCNC(SC)=S (methyl N-[3-(4-phenyl-1-piperazinyl)propyl]dithiocarbamate), [N-]=[N+]=[N-].[Na+] (sodium azide). The solvent is O (water), C(C)O (ethanol). Reaction conditions: time 4.5 hour. The product is C1(=CC=CC=C1)N1CCN(CC1)CCCN1N=NNC1=S (1-[3-(4-phenyl-1-piperazinyl)propyl]-4,5-dihydro-1H-tetrazole-5-thione). The yield is 25.2%. As a reaction SMILES: [C:1]1([N:7]2[CH2:12][CH2:11][N:10]([CH2:13][CH2:14][CH2:15][NH:16][C:17](=[S:20])SC)[CH2:9][CH2:8]2)[CH:6]=[CH:5][CH:4]=[CH:3][CH:2]=1.[N-:21]=[N+:22]=[N-:23].[Na+]>O.C(O)C>[C:1]1([N:7]2[CH2:12][CH2:11][N:10]([CH2:13][CH2:14][CH2:15][N:16]3[C:17](=[S:20])[NH:23][N:22]=[N:21]3)[CH2:9][CH2:8]2)[CH:6]=[CH:5][CH:4]=[CH:3][CH:2]=1 |f:1.2|. Reported procedure: To a solution of methyl N-[3-(4-phenyl-1-piperazinyl)propyl]dithiocarbamate (12.9 g) in a mixture of water (20 m) and ethanol (30 m) was added sodium azide (3.6 g). The resulting mixture was refluxed with stirring for 4.5 hours. The reaction mixture was concentrated under reduced pressure. After the addition of water to the residue, the mixture was washed successively with ethyl acetate and diethyl ether and then evaporated. To the residue was added ethanol (100 m) and the mixture was filtered. ... Reaction SMILES: [CH3:1][N:2]([C:3](=[O:4])[O:5][C:6]([CH3:7])([CH3:8])[CH3:9])[CH2:10][CH2:11][N:12]1[c:13]2[c:14]([cH:18][cH:19][c:20]([NH:22][C:23](=[NH:24])[c:25]3[s:26][cH:27][cH:28][cH:29]3)[cH:21]2)[S:15][CH2:16][CH2:17]1.[CH3:33][OH:34].[ClH:30].[Na+:32].[OH-:31].[OH2:35]>>[CH3:1][NH:2][CH2:10][CH2:11][N:12]1[c:13]2[c:14]([cH:18][cH:19][c:20]([NH:22][C:23](=[NH:24])[c:25]3[s:26][cH:27][cH:28][cH:29]3)[cH:21]2)[S:15][CH2:16][CH2:17]1. Reactants: CN(CCN1CCSc2ccc(NC(=N)c3cccs3)cc21)C(=O)OC(C)(C)C, CO, Cl, [Na+], [OH-], O. Yields the product CNCCN1CCSc2ccc(NC(=N)c3cccs3)cc21. The reactants are ice, [H-].[Na+] (NaH), [N+](=O)([O-])C=1C=C2C=CNC2=CC1 (5-nitroindole), O1C(CCCC1)Cl (tetrahydropyranyl chloride). Solvent: CN(C=O)C (dimethylformamide). Conditions: temperature 0 celsius, time 15 minute. The product is [N+](=O)([O-])C=1C=C2C=CN(C2=CC1)C1OCCCC1 (5-nitro-1-tetrahydropyran-2-ylindole). Yield: 62.6%. RXN SMILES: [H-].[Na+].[N+:3]([C:6]1[CH:7]=[C:8]2[C:12](=[CH:13][CH:14]=1)[NH:11][CH:10]=[CH:9]2)([O-:5])=[O:4].[O:15]1[CH2:20][CH2:19][CH2:18][CH2:17][CH:16]1Cl>CN(C)C=O>[N+:3]([C:6]1[CH:7]=[C:8]2[C:12](=[CH:13][CH:14]=1)[N:11]([CH:16]1[CH2:17][CH2:18][CH2:19][CH2:20][O:15]1)[CH:10]=[CH:9]2)([O-:5])=[O:4] |f:0.1|. Reported procedure: 6.3 g of 55% NaH are added, at 0° C., under an argon atmosphere, to 20 g of 5-nitroindole in solution in 200 ml of dimethylformamide. After stirring for 15 minutes at 0° C., 27.1 g of tetrahydropyranyl chloride are added to the reaction mixture. After stirring for 24 hours at room temperature, the reaction mixture is poured onto 1200 ml of ice-cold water and extracted with ethyl acetate. The combined organic phases are dried over sodium sulphate and evaporated to dryness. The residue is purified... Reactants: c1ccc(CNc2ccccc2)cc1, Cc1ccccc1P(=O)(Cl)Cl. Yields the product Cc1ccccc1P1(=O)c2ccccc2CN1c1ccccc1. RXN SMILES: [CH2:1]([c:2]1[cH:3][cH:4][cH:5][cH:6][cH:7]1)[NH:8][c:9]1[cH:10][cH:11][cH:12][cH:13][cH:14]1.[CH3:15][c:16]1[c:17]([P:22](=[O:23])([Cl:24])[Cl:25])[cH:18][cH:19][cH:20][cH:21]1>>[CH2:1]1[c:2]2[c:3]([cH:4][cH:5][cH:6][cH:7]2)[P:22]([c:17]2[c:16]([CH3:15])[cH:21][cH:20][cH:19][cH:18]2)(=[O:23])[N:8]1[c:9]1[cH:10][cH:11][cH:12][cH:13][cH:14]1. Starting materials: ClC1=CC=C(C=C1)C=1C=C(C(=NC1)C)C(=O)O (5-(p-Chlorophenyl)-2-methyl-3-pyridine carboxylic acid), C1(=CC=C(C=C1)S(=O)(=O)O)C (p-toluenesulphonic acid). The solvent is C(CC)O (n-propanol). Yields the product ClC1=CC=C(C=C1)C=1C=C(C(=NC1)C)C(=O)OCCC (5-(p-Chlorophenyl)-2-methyl-3-n-propoxycarbonylpyridine). Isolated yield 28.2%. RXN SMILES: [Cl:1][C:2]1[CH:7]=[CH:6][C:5]([C:8]2[CH:9]=[C:10]([C:15]([OH:17])=[O:16])[C:11]([CH3:14])=[N:12][CH:13]=2)=[CH:4][CH:3]=1.[C:18]1(C)[CH:23]=CC(S(O)(=O)=O)=C[CH:19]=1>C(O)CC>[Cl:1][C:2]1[CH:7]=[CH:6][C:5]([C:8]2[CH:9]=[C:10]([C:15]([O:17][CH2:19][CH2:18][CH3:23])=[O:16])[C:11]([CH3:14])=[N:12][CH:13]=2)=[CH:4][CH:3]=1. Procedure: 5-(p-Chlorophenyl)-2-methyl-3-pyridine carboxylic acid (2 gm) and p-toluenesulphonic acid (1.69 g) in n-propanol (125 ml) was refluxed for 15 hours. The solution was concentrated and the residue partitioned between methylene dichloride and aqueous sodium carbonate. The organic phase was separated, washed with water, dried and concentrated to an oil which slowly crystallised to give the title compound (0.66 g), m.p. 54°-7°.